Dataset: the Open Reaction Database (ORD), a public repository of structured organic reaction records. Task: describe an organic reaction: reactants, conditions, products, and yield Starting materials: ClC1=CN(C=2N=CN=C(C21)N2CCC(CC2)NC(C2=CC=CC=C2)=O)S(=O)(=O)C2=CC=CC=C2 (N-{1-[5-chloro-7-(phenylsulfonyl)-7H-pyrrolo[2,3-d]pyrimidin-4-yl]-4-piperidinyl}benzamide), C[O-].[Na+] (sodium methoxide). Run in CO (MeOH). Run at temperature 75 celsius. Yields the product ClC1=CN=C2NC=NC(=C21)N2CCC(CC2)NC(C2=CC=CC=C2)=O (N-[1-(5-chloro-1H-pyrrolo[2,3-d]pyrimidin-4-yl)-4-piperidinyl]benzamide). Reaction SMILES: [Cl:1][C:2]1[C:10]2[C:9]([N:11]3[CH2:16][CH2:15][CH:14]([NH:17][C:18](=[O:25])[C:19]4[CH:24]=[CH:23][CH:22]=[CH:21][CH:20]=4)[CH2:13][CH2:12]3)=[N:8][CH:7]=[N:6][C:5]=2[N:4](S(C2C=CC=CC=2)(=O)=O)[CH:3]=1.C[O-].[Na+]>CO>[Cl:1][C:2]1[C:10]2[C:5]([NH:6][CH:7]=[N:8][C:9]=2[N:11]2[CH2:16][CH2:15][CH:14]([NH:17][C:18](=[O:25])[C:19]3[CH:24]=[CH:23][CH:22]=[CH:21][CH:20]=3)[CH2:13][CH2:12]2)=[N:4][CH:3]=1 |f:1.2|. Reported procedure: N-{1-[5-chloro-7-(phenylsulfonyl)-7H-pyrrolo[2,3-d]pyrimidin-4-yl]-4-piperidinyl}benzamide D41 (240 mg) and sodium methoxide (157 mg, 2.9 mmol) were dissolved in MeOH (15 ml). The reaction mixture was heated at 75° C. for 30 min and then extracted with EtOAc (150 ml); washed with water (60 ml), brine (2×60 ml). Yellow oil obtained, solvent removed to afford a yellow solid which was purified by prep HPLC (mobile phase: A: 0.01% NH4HCO3/H2O B; ACN. Column shimazu PRC-ODS 10.0 uM, 20×250 mm. Method... Starting materials: CC(=O)Cl, CC(CCN)c1ccc(-c2ccc(Cl)cc2)cc1, O, c1ccncc1. The product is CC(=O)NCCC(C)c1ccc(-c2ccc(Cl)cc2)cc1. Reaction SMILES: [CH3:25][C:26]([Cl:27])=[O:28].[Cl:1][c:2]1[cH:3][cH:4][c:5](-[c:8]2[cH:9][cH:10][c:11]([CH:14]([CH2:15][CH2:16][NH2:17])[CH3:18])[cH:12][cH:13]2)[cH:6][cH:7]1.[OH2:29].[cH:19]1[cH:20][cH:21][n:22][cH:23][cH:24]1>>[Cl:1][c:2]1[cH:3][cH:4][c:5](-[c:8]2[cH:9][cH:10][c:11]([CH:14]([CH2:15][CH2:16][NH:17][C:26]([CH3:25])=[O:28])[CH3:18])[cH:12][cH:13]2)[cH:6][cH:7]1.